This data is from the Open Reaction Database (ORD), a public repository of structured organic reaction records. The task is: describe an organic reaction: reactants, conditions, products, and yield Reactants: O (water), crude product, ClC=1SC=CC1CBr (2-chloro-3-bromomethylthiophene), C(C)(=O)[O-].[K+] (potassium acetate). Run in CC(=O)C (acetone). Conditions: time 48 hour. Product: C(C)(=O)OCC1=C(SC=C1)Cl (3-acetoxymethyl-2-chlorothiophene). Reaction SMILES: [Cl:1][C:2]1[S:3][CH:4]=[CH:5][C:6]=1[CH2:7]Br.[C:9]([O-:12])(=[O:11])[CH3:10].[K+].O>CC(C)=O>[C:9]([O:12][CH2:7][C:6]1[CH:5]=[CH:4][S:3][C:2]=1[Cl:1])(=[O:11])[CH3:10] |f:1.2|. Procedure: 3-Methylthiophene (19.63 g) was dissolved in acetonitrile (100 ml), and sulfuryl chloride (16.64 ml) was added dropwise. The mixture was stirred at room temperature for 1 hour, stirred under reflux for another 1 hour, then cooled to room temperature, and 10% aqueous sodium thiosulfate (200 ml) was added. The mixture was stirred at room temperature for 2 hours and extracted with diethyl ether. The extract was washed with saturated aqueous sodium chloride, dried over anhydrous magnesium sulfate an... Reactants: ClC1=NC=C2C(C(=CN(C2=C1Cl)C(CO)C)C(=O)OCC)=O (ethyl 7,8-dichloro-1-(1-hydroxy-2-propyl)-1,4-dihydro-4-oxo-1,6-naphthyridine-3-carboxylate), C([O-])([O-])=O.[K+].[K+] (potassium carbonate), ice water. Run in CN(C=O)C (dimethylformamide). Product: ClC1=NC=C2C(C(=CN3C(COC1=C32)C)C(=O)OCC)=O (Ethyl 9-chloro-3-methyl-6-oxo-3,6-dihydro-2H-1-oxa-3a,8-diazaphenalene-5-carboxylate). RXN SMILES: [Cl:1][C:2]1[C:11](Cl)=[C:10]2[C:5]([C:6](=[O:22])[C:7]([C:17]([O:19][CH2:20][CH3:21])=[O:18])=[CH:8][N:9]2[CH:13]([CH3:16])[CH2:14][OH:15])=[CH:4][N:3]=1.C(=O)([O-])[O-].[K+].[K+]>CN(C)C=O>[Cl:1][C:2]1[C:11]2=[C:10]3[C:5]([C:6](=[O:22])[C:7]([C:17]([O:19][CH2:20][CH3:21])=[O:18])=[CH:8][N:9]3[CH:13]([CH3:16])[CH2:14][O:15]2)=[CH:4][N:3]=1 |f:1.2.3|. Reported procedure: 2.42 g (0.007 mol) of ethyl 7,8-dichloro-1-(1-hydroxy-2-propyl)-1,4-dihydro-4-oxo-1,6-naphthyridine-3-carboxylate are heated with 1.15 g (0.0083 mol) of potassium carbonate in 14 ml of dimethylformamide at 80° C. for one hour. After addition of ice-water the precipitated product is isolated. The crude product is purified by column chromatography (eluent: dichloromethane/methanol 98:2). The reactants are COC(=O)C(CCC(C)(C)Cl)N(C)S(=O)(=O)NC(=O)OCc1ccccc1, CO. Yields the product COC(=O)C(CCC(C)(C)Cl)N(C)S(N)(=O)=O. RXN SMILES: [CH3:1][O:2][C:3]([CH:4]([N:5]([CH3:6])[S:7](=[O:8])(=[O:9])[NH:10][C:11]([O:12][CH2:13][c:14]1[cH:15][cH:16][cH:17][cH:18][cH:19]1)=[O:20])[CH2:21][CH2:22][C:23]([CH3:24])([Cl:25])[CH3:26])=[O:27].[CH3:28][OH:29]>>[CH3:1][O:2][C:3]([CH:4]([N:5]([CH3:6])[S:7](=[O:8])(=[O:9])[NH2:10])[CH2:21][CH2:22][C:23]([CH3:24])([Cl:25])[CH3:26])=[O:27]. The reactants are CC(C)(C)OC(=O)Nc1cc(Oc2ccc3ccc(C(=O)Nc4cccc(C(C)(C)C)c4)cc3c2)ccn1, C1COCCO1, Cl. Product: CC(C)(C)c1cccc(NC(=O)c2ccc3ccc(Oc4ccnc(N)c4)cc3c2)c1. As a reaction SMILES: [C:1]([CH3:2])([CH3:3])([CH3:4])[c:5]1[cH:6][c:7]([NH:11][C:12](=[O:13])[c:14]2[cH:15][cH:16][c:17]3[cH:18][cH:19][c:20]([O:24][c:25]4[cH:26][c:27]([NH:31][C:32](=[O:33])[O:34][C:35]([CH3:36])([CH3:37])[CH3:38])[n:28][cH:29][cH:30]4)[cH:21][c:22]3[cH:23]2)[cH:8][cH:9][cH:10]1.[CH2:40]1[O:41][CH2:42][CH2:43][O:44][CH2:45]1.[ClH:39]>>[C:1]([CH3:2])([CH3:3])([CH3:4])[c:5]1[cH:6][c:7]([NH:11][C:12](=[O:13])[c:14]2[cH:15][cH:16][c:17]3[cH:18][cH:19][c:20]([O:24][c:25]4[cH:26][c:27]([NH2:31])[n:28][cH:29][cH:30]4)[cH:21][c:22]3[cH:23]2)[cH:8][cH:9][cH:10]1. Reactants: ClC1=C(OC2=C(C(=C(C=C2C)[N+](=O)[O-])C)Cl)C=CC(=C1)C1=CC=CC=C1 (4-(2-chloro-4-phenylphenoxy)-2,5-dimethyl-3-chloro-nitrobenzene). Reagents/catalysts: catalyst, [Pt] (platinum on carbon). Run in C1(=CC=CC=C1)C (toluene). The product is ClC1=C(OC2=C(C(=C(N)C=C2C)C)Cl)C=CC(=C1)C1=CC=CC=C1 (4-(2-chloro-4-phenylphenoxy)-2,5-dimethyl-3-chloroaniline). Isolated yield 84.5%. RXN SMILES: [Cl:1][C:2]1[CH:20]=[C:19]([C:21]2[CH:26]=[CH:25][CH:24]=[CH:23][CH:22]=2)[CH:18]=[CH:17][C:3]=1[O:4][C:5]1[C:10]([CH3:11])=[CH:9][C:8]([N+:12]([O-])=O)=[C:7]([CH3:15])[C:6]=1[Cl:16]>[Pt].C1(C)C=CC=CC=1>[Cl:1][C:2]1[CH:20]=[C:19]([C:21]2[CH:26]=[CH:25][CH:24]=[CH:23][CH:22]=2)[CH:18]=[CH:17][C:3]=1[O:4][C:5]1[C:10]([CH3:11])=[CH:9][C:8]([NH2:12])=[C:7]([CH3:15])[C:6]=1[Cl:16]. Procedure details: A 500 milliliter rocking Parr hydrogenator was charged with a solution of 13.5 grams (0.035 moles) of 4-(2-chloro-4-phenylphenoxy)-2,5-dimethyl-3-chloro-nitrobenzene prepared in Part A and 135 milliliters of toluene. To this solution was added 1.0 gram of a catalyst of 5% platinum on carbon and the reactor was sealed. The reactor was purged twice with nitrogen and then twice with hydrogen. Hydrogen was then introduced to a pressure of 31 psi and this pressure was maintained until the hydrogen up... Reactants: ClCCl, CC1=C(c2cc(F)ccc2N)C(=O)CC1, Cc1cc(C)c(S(=O)(=O)Cl)c(C)c1, c1ccncc1. Product: CC1=C(c2cc(F)ccc2NS(=O)(=O)c2c(C)cc(C)cc2C)C(=O)CC1. As a reaction SMILES: [CH2:35]([Cl:36])[Cl:37].[NH2:1][c:2]1[c:3]([C:9]2=[C:13]([CH3:14])[CH2:12][CH2:11][C:10]2=[O:15])[cH:4][c:5]([F:8])[cH:6][cH:7]1.[c:22]1([CH3:34])[c:23]([S:30](=[O:31])(=[O:32])[Cl:33])[c:24]([CH3:29])[cH:25][c:26]([CH3:28])[cH:27]1.[cH:16]1[cH:17][cH:18][n:19][cH:20][cH:21]1>>[NH:1]([c:2]1[c:3]([C:9]2=[C:13]([CH3:14])[CH2:12][CH2:11][C:10]2=[O:15])[cH:4][c:5]([F:8])[cH:6][cH:7]1)[S:30]([c:23]1[c:22]([CH3:34])[cH:27][c:26]([CH3:28])[cH:25][c:24]1[CH3:29])(=[O:31])=[O:32]. Reactants: [OH-].[Na+] (sodium hydroxide), C(C)NCCCOC1=C(C=C(C=C1)C1=CC=C(C=C1)C(=O)OCC)C1=CC=2C(CCC(C2C=C1)(C)C)(C)C (ethyl 4′-(3-ethylaminopropoxy)-3′-(5,5,8,8-tetramethyl-5,6,7,8-tetrahydronaphth-2-yl)biphenyl-4-carboxylate). Run in O1CCCC1 (tetrahydrofuran). Yields the product C(C)NCCCOC1=C(C=C(C=C1)C1=CC=C(C=C1)C(=O)O)C1=CC=2C(CCC(C2C=C1)(C)C)(C)C (4′-(3-ethylaminopropoxy)-3′-(5,5,8,8-tetramethyl-5,6,7,8-tetrahydronaphth-2-yl)biphenyl-4-carboxylic acid), solid. The yield is 85.0%. Reaction SMILES: [OH-].[Na+].[CH2:3]([NH:5][CH2:6][CH2:7][CH2:8][O:9][C:10]1[CH:15]=[CH:14][C:13]([C:16]2[CH:21]=[CH:20][C:19]([C:22]([O:24]CC)=[O:23])=[CH:18][CH:17]=2)=[CH:12][C:11]=1[C:27]1[CH:36]=[CH:35][C:34]2[C:33]([CH3:38])([CH3:37])[CH2:32][CH2:31][C:30]([CH3:40])([CH3:39])[C:29]=2[CH:28]=1)[CH3:4]>O1CCCC1>[CH2:3]([NH:5][CH2:6][CH2:7][CH2:8][O:9][C:10]1[CH:15]=[CH:14][C:13]([C:16]2[CH:21]=[CH:20][C:19]([C:22]([OH:24])=[O:23])=[CH:18][CH:17]=2)=[CH:12][C:11]=1[C:27]1[CH:36]=[CH:35][C:34]2[C:33]([CH3:38])([CH3:37])[CH2:32][CH2:31][C:30]([CH3:39])([CH3:40])[C:29]=2[CH:28]=1)[CH3:4] |f:0.1|. Procedure: In a manner similar to that of Example 2a, by reaction of 380 mg (9.5 mmol) of sodium hydroxide with 490 mg (0.95 mmol) of ethyl 4′-(3-ethylaminopropoxy)-3′-(5,5,8,8-tetramethyl-5,6,7,8-tetrahydronaphth-2-yl)biphenyl-4-carboxylate (Example 15a) in 30 ml of tetrahydrofuran. 395 mg of 4′-(3-ethylaminopropoxy)-3′-(5,5,8,8-tetramethyl-5,6,7,8-tetrahydronaphth-2-yl)biphenyl-4-carboxylic acid are obtained in the form of a white solid (m.p.=233° C., yield=85%).